Dataset: the Open Reaction Database (ORD), a public repository of structured organic reaction records. Task: describe an organic reaction: reactants, conditions, products, and yield As a reaction SMILES: [CH3:29][CH2:30][OH:31].[Na+:28].[OH-:27].[c:1]1([S:7](=[O:8])(=[O:9])[NH:10][CH:11]2[CH2:12][c:13]3[cH:14][cH:15][c:16]([CH:20]([CH2:21][C:22](=[O:23])[O:24][CH3:25])[CH3:26])[cH:17][c:18]3[CH2:19]2)[cH:2][cH:3][cH:4][cH:5][cH:6]1>>[c:1]1([S:7](=[O:8])(=[O:9])[NH:10][CH:11]2[CH2:12][c:13]3[cH:14][cH:15][c:16]([CH:20]([CH2:21][C:22](=[O:23])[OH:24])[CH3:26])[cH:17][c:18]3[CH2:19]2)[cH:2][cH:3][cH:4][cH:5][cH:6]1. Yields the product CC(CC(=O)O)c1ccc2c(c1)CC(NS(=O)(=O)c1ccccc1)C2. Starting materials: CCO, [Na+], [OH-], COC(=O)CC(C)c1ccc2c(c1)CC(NS(=O)(=O)c1ccccc1)C2.